Dataset: the Open Reaction Database (ORD), a public repository of structured organic reaction records. Task: describe an organic reaction: reactants, conditions, products, and yield The reactants are BrC1=C(C(=O)O)C=CC=C1 (2-Bromobenzoic acid), ice, OS(=O)(=O)O (H2SO4), [N+](=O)(O)[O-] (HNO3). Run in ice water. Reaction conditions: time 1 hour. Product: BrC1=C(C(=O)O)C=C(C=C1)[N+](=O)[O-] (2-Bromo-5-nitrobenzoic acid). RXN SMILES: [Br:1][C:2]1[CH:10]=[CH:9][CH:8]=[CH:7][C:3]=1[C:4]([OH:6])=[O:5].OS(O)(=O)=O.[N+:16]([O-])([OH:18])=[O:17]>>[Br:1][C:2]1[CH:10]=[CH:9][C:8]([N+:16]([O-:18])=[O:17])=[CH:7][C:3]=1[C:4]([OH:6])=[O:5]. Reported procedure: 2-Bromobenzoic acid (10 g, 49.75 mmol) was added in portions with stirring to an ice cold nitrating mixture of 98% H2SO4 (25 mL) and 69% HNO3 (12 mL) maintaining the temperature of the mixture below 5° C. The reaction mixture was stirred for 1 h. below 5° C. It was poured into ice water (200 mL). The white crystalline product obtained was filtered, washed with water and dried. Reactants: C(C1=CC=CC=C1)S[C@@H]1[C@H](C(N1CC(=O)O)=O)Cl ((3S,4R)-(4-benzylthio-3-chloro-2-oxoazetidin-1-yl)acetic acid), FC1=CC=C(C=C1)CCCCCCN (6-(4-fluorophenyl)hexylamine). Yields the product FC1=CC=C(C=C1)CCCCCCNC(CN1C([C@@H]([C@H]1SCC1=CC=CC=C1)Cl)=O)=O ((3S,4R)-N-(6-{4-Fluorophenyl}hexyl)-(3-chloro-4-benzylthio-2-oxoazetidin-1-yl)acetamide). Yield: 85.0%. RXN SMILES: [CH2:1]([S:8][C@H:9]1[N:12]([CH2:13][C:14]([OH:16])=O)[C:11](=[O:17])[C@@H:10]1[Cl:18])[C:2]1[CH:7]=[CH:6][CH:5]=[CH:4][CH:3]=1.[F:19][C:20]1[CH:25]=[CH:24][C:23]([CH2:26][CH2:27][CH2:28][CH2:29][CH2:30][CH2:31][NH2:32])=[CH:22][CH:21]=1>>[F:19][C:20]1[CH:21]=[CH:22][C:23]([CH2:26][CH2:27][CH2:28][CH2:29][CH2:30][CH2:31][NH:32][C:14](=[O:16])[CH2:13][N:12]2[C@H:9]([S:8][CH2:1][C:2]3[CH:3]=[CH:4][CH:5]=[CH:6][CH:7]=3)[C@@H:10]([Cl:18])[C:11]2=[O:17])=[CH:24][CH:25]=1. Procedure: Treatment of (3S,4R)-(4-benzylthio-3-chloro-2-oxoazetidin-1-yl)acetic acid with 6-(4-fluorophenyl)hexylamine under the conditions described for Example 86 gave the title compound as a colourless oil, 85% yield. 1H NMR δ (CDCl3) 1.3-1.6 (8H, m, 4xCH2), 2.56 (2H, t, J=7.6 Hz, CH2Ph), 3.22 (2H, m, NHCH2), 3.51, 3.81 (each 1H, d, J=16.5 Hz, NCH2), 3.83 (2H, s, SCH2), 4.58 (1H, d, J=1.7 Hz, H4), 4.79 (1H, d, J=1.7 Hz, H3), 5.80 (1H, m, NH), 6.95 (2H, m, 4-FPh--H), (2H, m, 4-FPh--H), 7.30 (5H, m. Ph--... Starting materials: NO (hydroxylamine), C12(CCCCCC1)CC(=O)OC(C2)=O (1,1-cycloheptane-diacetic anhydride). Product: ON=C(CC1(CCCCCC1)CC(=O)O)O (1,1-cycloheptane-diacetic acid N-hydroxylimide). As a reaction SMILES: [NH2:1][OH:2].[C:3]12([CH2:15][C:14](=[O:16])[O:13][C:11](=[O:12])[CH2:10]1)[CH2:9][CH2:8][CH2:7][CH2:6][CH2:5][CH2:4]2>>[OH:2][N:1]=[C:11]([OH:12])[CH2:10][C:3]1([CH2:15][C:14]([OH:13])=[O:16])[CH2:9][CH2:8][CH2:7][CH2:6][CH2:5][CH2:4]1. Reported procedure: In a manner analogous to that described in Example 1, by the reaction of hydroxylamine with 1,1-cycloheptane-diacetic anhydride, there was obtained 1,1-cycloheptane-diacetic acid N-hydroxylimide (m.p. 90°-100° C.) which, by acylation with benzene-sulphonyl chloride, was converted into benzene-sulphonyloxy-1,1-cycloheptane, diacetic acid imide (m.p. 130°-133° C.). Starting materials: C(C(=O)OCC)(=O)OCC (diethyl oxalate), [Na] (Sodium), COC=1C=C(C=CC1O)C=CC(C)=O (1-(3'-methoxy-4'-hydroxyphenyl)-1-butene-3-one), [O-]CC.[Na+] (sodium ethoxide), Cl (HCl). Run in C(C)O (ethanol). Run at time 10 minute. The product is COC=1C=C(C=CC1O)C=CC(CC(C(=O)OCC)=O)=O (ethyl 6-(3'-methoxy-4'-hydroxyphenyl)-2,4-dioxo-5-hexenoate). Yield: 63.2%. RXN SMILES: [Na].[CH3:2][O:3][C:4]1[CH:5]=[C:6]([CH:11]=[CH:12][C:13](=[O:15])[CH3:14])[CH:7]=[CH:8][C:9]=1[OH:10].[O-]CC.[Na+].[C:20](OCC)(=[O:26])[C:21]([O:23][CH2:24][CH3:25])=[O:22].Cl>C(O)C>[CH3:2][O:3][C:4]1[CH:5]=[C:6]([CH:11]=[CH:12][C:13](=[O:15])[CH2:14][C:20](=[O:26])[C:21]([O:23][CH2:24][CH3:25])=[O:22])[CH:7]=[CH:8][C:9]=1[OH:10] |f:2.3,^1:0|. Reported procedure: Sodium metal (1.8 g, 0.078 mole) is dissolved in absolute ethanol (50 ml) under an inert atmosphere. An ethanolic solution of 1-(3'-methoxy-4'-hydroxyphenyl)-1-butene-3-one (5.00 g, 0.026 mole) is then added slowly to the sodium ethoxide solution. The mixture is stirred for 10 minutes, after which diethyl oxalate (3.80 g, 0.026 mole) is added. The reaction is stirred at room temperature for 5 hours and then acidified with concentrated HCl. The mixture is then stirred at 0° C. for 1 hour. The pre... Starting materials: C12(CC3CC(CC(C1)C3)C2)C=2C=C(C=CC2OC)C=2C=C3C=CC(=CC3=CC2)C2C(NC(S2)=O)=O (5-[6-(3-[1-adamantyl]-4-methoxyphenyl)-naphthalen-2-yl]-2,4-thiazolidinedione). Run in C(Cl)Cl (CH2Cl2). Run at time 18 hour. The product is C12(CC3CC(CC(C1)C3)C2)C=2C=C(C=CC2O)C=2C=C3C=CC(=CC3=CC2)C2C(NC(S2)=O)=O (5-[6-(3-[1-adamantyl]-4-hydroxyphenyl)-naphthalen-2-yl]-2,4-thiazolidinedione). Yield: 71.0%. RXN SMILES: [C:1]12([C:11]3[CH:12]=[C:13]([C:19]4[CH:20]=[C:21]5[C:26](=[CH:27][CH:28]=4)[CH:25]=[C:24]([CH:29]4[S:33][C:32](=[O:34])[NH:31][C:30]4=[O:35])[CH:23]=[CH:22]5)[CH:14]=[CH:15][C:16]=3[O:17]C)[CH2:10][CH:5]3[CH2:6][CH:7]([CH2:9][CH:3]([CH2:4]3)[CH2:2]1)[CH2:8]2>C(Cl)Cl>[C:1]12([C:11]3[CH:12]=[C:13]([C:19]4[CH:20]=[C:21]5[C:26](=[CH:27][CH:28]=4)[CH:25]=[C:24]([CH:29]4[S:33][C:32](=[O:34])[NH:31][C:30]4=[O:35])[CH:23]=[CH:22]5)[CH:14]=[CH:15][C:16]=3[OH:17])[CH2:10][CH:5]3[CH2:4][CH:3]([CH2:9][CH:7]([CH2:6]3)[CH2:8]1)[CH2:2]2. Procedure details: To a solution of 5-[6-(3-[1-adamantyl]-4-methoxyphenyl)-naphthalen-2-yl]-2,4-thiazolidinedione (0.130 g, 0.27 mmol) in 10 mL of anhydrous CH2Cl2 cooled to −78° C. under argon was added borontribromide (0.31 mL, 3.23 mmol). The cooling bath was removed and the reaction mixture was stirred for 18 hours at RT. The resulting mixture was carefully poured onto ice and extracted with CH2Cl2 (2×50 mL). The combined organics were washed with water, brine and dried over magnesium sulfate. The mixture was ... Starting materials: C1(CC1)N(C(=O)C1=NOC(=C1)C1=C(C=C(C=C1)C#N)F)C1CCNCC1 (5-(4-cyano-2-fluoro-phenyl)-isoxazole-3-carboxylic acid cyclopropyl-piperidin-4-yl-amide), FC(C1(CC1)COS(=O)(=O)C)(F)F (methanesulfonic acid (1-trifluoromethyl-cyclopropyl)methyl ester). The product is C1(CC1)N(C(=O)C1=NOC(=C1)C1=C(C=C(C=C1)C#N)F)C1CCN(CC1)CC1(CC1)C(F)(F)F (5-(4-Cyano-2-fluoro-phenyl)-isoxazole-3-carboxylic acid cyclopropyl-[1-(1-trifluoromethyl-cyclopropylmethyl)-piperidin-4-yl]-amide). RXN SMILES: [CH:1]1([N:4]([CH:21]2[CH2:26][CH2:25][NH:24][CH2:23][CH2:22]2)[C:5]([C:7]2[CH:11]=[C:10]([C:12]3[CH:17]=[CH:16][C:15]([C:18]#[N:19])=[CH:14][C:13]=3[F:20])[O:9][N:8]=2)=[O:6])[CH2:3][CH2:2]1.[F:27][C:28]([F:39])([F:38])[C:29]1([CH2:32]OS(C)(=O)=O)[CH2:31][CH2:30]1>>[CH:1]1([N:4]([CH:21]2[CH2:26][CH2:25][N:24]([CH2:32][C:29]3([C:28]([F:39])([F:38])[F:27])[CH2:31][CH2:30]3)[CH2:23][CH2:22]2)[C:5]([C:7]2[CH:11]=[C:10]([C:12]3[CH:17]=[CH:16][C:15]([C:18]#[N:19])=[CH:14][C:13]=3[F:20])[O:9][N:8]=2)=[O:6])[CH2:3][CH2:2]1. Procedure: The title compound is prepared from 5-(4-cyano-2-fluoro-phenyl)-isoxazole-3-carboxylic acid cyclopropyl-piperidin-4-yl-amide and methanesulfonic acid (1-trifluoromethyl-cyclopropyl)methyl ester following a procedure analogous to that described for Example 3. LC (method 3): tR=1.35 min; Mass spectrum (ESI+): m/z=477 [M+H]+.